This data is from the Open Reaction Database (ORD), a public repository of structured organic reaction records. The task is: describe an organic reaction: reactants, conditions, products, and yield Starting materials: [BH4-].[Na+] (sodium borohydride), C1(CCCCC1)C=O (cyclohexane carboxaldehyde), C(OC)(OC)OC (trimethyl orthoformate), N1C(=NC=C1)CN(CC=1NC=CN1)CC1=CC=C(C(=O)NCCCCN)C=C1 (4-{[bis(1H-imidazol-2-ylmethyl)-amino]-methyl}-N-(4-aminobutyl)-benzamide). Run in CO (methanol). Conditions: time 30 minute. The product is N1C(=NC=C1)CN(CC=1NC=CN1)CC1=CC=C(C(=O)NCCCCNCC2CCCCC2)C=C1 (4-{[bis(1H-imidazol-2-ylmethyl)-amino]-methyl}-N-[4-(cyclohexylmethyl-amino)-butyl]-benzamide). RXN SMILES: [NH:1]1[CH:5]=[CH:4][N:3]=[C:2]1[CH2:6][N:7]([CH2:14][C:15]1[CH:28]=[CH:27][C:18]([C:19]([NH:21][CH2:22][CH2:23][CH2:24][CH2:25][NH2:26])=[O:20])=[CH:17][CH:16]=1)[CH2:8][C:9]1[NH:10][CH:11]=[CH:12][N:13]=1.[CH:29]1([CH:35]=O)[CH2:34][CH2:33][CH2:32][CH2:31][CH2:30]1.C(OC)(OC)OC.[BH4-].[Na+]>CO>[NH:1]1[CH:5]=[CH:4][N:3]=[C:2]1[CH2:6][N:7]([CH2:14][C:15]1[CH:28]=[CH:27][C:18]([C:19]([NH:21][CH2:22][CH2:23][CH2:24][CH2:25][NH:26][CH2:35][CH:29]2[CH2:34][CH2:33][CH2:32][CH2:31][CH2:30]2)=[O:20])=[CH:17][CH:16]=1)[CH2:8][C:9]1[NH:13][CH:12]=[CH:11][N:10]=1 |f:3.4|. Reported procedure: The compound (50.6 mg) obtained in Example 3-2 was dissolved in anhydrous methanol (2.0 ml) and added with cyclohexane carboxaldehyde (manufactured by Tokyo Kasei Kogyo Co., Ltd.) (0.0240 ml) and trimethyl orthoformate (0.0430 ml), followed by stirring at room temperature for 30 minutes. Then, the solution was added with sodium borohydride (14.8 mg), followed by stirring at room temperature for 15 minutes. After completion of the reaction, the solvent was distilled off. The residue was dissolved... The reactants are CC(C)n1ncc(NCC(O)CO)c(Cl)c1=O, ClCCl, Cl, Cc1ccc(S(=O)(=O)Cl)cc1, c1ccncc1. The product is Cc1ccc(S(=O)(=O)OCC(O)CNc2cnn(C(C)C)c(=O)c2Cl)cc1. RXN SMILES: [Cl:12][c:13]1[c:14](=[O:28])[n:15]([CH:25]([CH3:26])[CH3:27])[n:16][cH:17][c:18]1[NH:19][CH2:20][CH:21]([CH2:22][OH:23])[OH:24].[Cl:36][CH2:37][Cl:38].[ClH:35].[c:1]1([CH3:11])[cH:2][cH:3][c:4]([S:7](=[O:8])(=[O:9])[Cl:10])[cH:5][cH:6]1.[cH:29]1[cH:30][cH:31][n:32][cH:33][cH:34]1>>[c:1]1([CH3:11])[cH:2][cH:3][c:4]([S:7](=[O:8])(=[O:9])[O:23][CH2:22][CH:21]([CH2:20][NH:19][c:18]2[c:13]([Cl:12])[c:14](=[O:28])[n:15]([CH:25]([CH3:26])[CH3:27])[n:16][cH:17]2)[OH:24])[cH:5][cH:6]1. Starting materials: BrCC(=O)C=1N=C(OC1C)C1=CC=CC=C1 (4-bromoacetyl-5-methyl-2-phenyloxazole), C(#N)C1=CC=C(C=C1)O (p-cyanophenol), C([O-])([O-])=O.[K+].[K+] (potassium carbonate). The solvent is C(C)C(=O)C (methyl ethyl ketone). The product is CC1=C(N=C(O1)C1=CC=CC=C1)C(COC1=CC=C(C#N)C=C1)=O (4-[2-(5-methyl-2-phenyl-4-oxazolyl)-2-oxoethoxy]benzonitrile). Yield: 79.2%. RXN SMILES: Br[CH2:2][C:3]([C:5]1[N:6]=[C:7]([C:11]2[CH:16]=[CH:15][CH:14]=[CH:13][CH:12]=2)[O:8][C:9]=1[CH3:10])=[O:4].[C:17]([C:19]1[CH:24]=[CH:23][C:22]([OH:25])=[CH:21][CH:20]=1)#[N:18].C(=O)([O-])[O-].[K+].[K+]>C(C(C)=O)C>[CH3:10][C:9]1[O:8][C:7]([C:11]2[CH:16]=[CH:15][CH:14]=[CH:13][CH:12]=2)=[N:6][C:5]=1[C:3](=[O:4])[CH2:2][O:25][C:22]1[CH:23]=[CH:24][C:19]([C:17]#[N:18])=[CH:20][CH:21]=1 |f:2.3.4|. Procedure: A mixture of 4-bromoacetyl-5-methyl-2-phenyloxazole (7.0 g), p-cyanophenol (3.0 g), potassium carbonate (6.9 g) and methyl ethyl ketone (100 ml) was heated under reflux for 2 hours. The reaction mixture was concentrated under reduced pressure, and water (100 ml)-ether (100 ml) was added to the residue. The mixture was stirred, and the crystals were collected by filtration. Recrystallization from chloroform-ethanol afforded 4-[2-(5-methyl-2-phenyl-4-oxazolyl)-2-oxoethoxy]benzonitrile (6.3 g, 78.8... Starting materials: CCOC(=O)CBr, O=C([O-])[O-], CN(C)C=O, CCc1nc2nc3cc(Cl)ccc3nc2[nH]1, [K+], [K+]. Yields the product CCOC(=O)Cn1c(CC)nc2nc3cc(Cl)ccc3nc21. Reaction SMILES: [Br:23][CH2:24][C:25](=[O:26])[O:27][CH2:28][CH3:29].[C:17](=[O:18])([O-:19])[O-:20].[CH3:30][N:31]([CH3:32])[CH:33]=[O:34].[Cl:1][c:2]1[cH:3][c:4]2[n:5][c:6]3[c:7]([n:8][c:9]2[cH:10][cH:11]1)[nH:12][c:13]([CH2:15][CH3:16])[n:14]3.[K+:21].[K+:22]>>[Cl:1][c:2]1[cH:3][c:4]2[n:5][c:6]3[c:7]([n:8][c:9]2[cH:10][cH:11]1)[n:12]([CH2:24][C:25](=[O:26])[O:27][CH2:28][CH3:29])[c:13]([CH2:15][CH3:16])[n:14]3. Yields the product BrC=1C=CC=C2C=CN(C12)C (7-bromo-1-methylindole). Solvent: CN(C)C=O (DMF). The reactants are O (H2O), C(=O)([O-])[O-].[K+].[K+] (K2CO3), CI (methyliodide), BrC=1C=CC=C2C=CNC12 (7-Bromoindole). Reaction SMILES: [Br:1][C:2]1[CH:3]=[CH:4][CH:5]=[C:6]2[C:10]=1[NH:9][CH:8]=[CH:7]2.[C:11]([O-])([O-])=O.[K+].[K+].CI.O>CN(C=O)C>[Br:1][C:2]1[CH:3]=[CH:4][CH:5]=[C:6]2[C:10]=1[N:9]([CH3:11])[CH:8]=[CH:7]2 |f:1.2.3|. Reaction conditions: time 5 day. Procedure: 7-Bromoindole(0.37 g, 1.9 mmol) was dissolved in dry DMF. K2CO3 (0.52 g, 3.8 mmol) and methyliodide (0.13 mL, 2.08 mmol) were added. The reaction was stirred at room temperature for 5 days, after which H2O (20 mL) was added, the water phase was extracted with Et2O (3×20 mL), and the combined organic phases were washed with brine, dried (MgSO4), filtered and concentrated in vacuo. The crude product was purified by chromatography, eluent EtOAc:petroleum ether 1:20 to give 7-bromo-1-methylindole as... The reactants are CS(C)=O, Nc1cc(Cl)ccc1[N+](=O)[O-], [K+], [OH-], c1cc[nH]c1. Product: Nc1cc(-n2cccc2)ccc1[N+](=O)[O-]. RXN SMILES: [CH3:19][S:20]([CH3:21])=[O:22].[Cl:1][c:2]1[cH:3][cH:4][c:5]([N+:9](=[O:10])[O-:11])[c:6]([NH2:7])[cH:8]1.[K+:18].[OH-:17].[nH:12]1[cH:13][cH:14][cH:15][cH:16]1>>[c:2]1(-[n:12]2[cH:13][cH:14][cH:15][cH:16]2)[cH:3][cH:4][c:5]([N+:9](=[O:10])[O-:11])[c:6]([NH2:7])[cH:8]1. Reactants: CN1CCOCC1, CC(C)COC(=O)Cl, Nc1n[nH]c(-c2ccc(F)cc2)c1-c1ccncc1, C1CCOC1, O, O=C(O)CC1CCCCC1. The product is O=C(CC1CCCCC1)Nc1n[nH]c(-c2ccc(F)cc2)c1-c1ccncc1. RXN SMILES: [CH3:11][N:12]1[CH2:13][CH2:14][O:15][CH2:16][CH2:17]1.[Cl:18][C:19]([O:20][CH2:21][CH:22]([CH3:23])[CH3:24])=[O:25].[NH2:26][c:27]1[n:28][nH:29][c:30](-[c:38]2[cH:39][cH:40][c:41]([F:44])[cH:42][cH:43]2)[c:31]1-[c:32]1[cH:33][cH:34][n:35][cH:36][cH:37]1.[O:45]1[CH2:46][CH2:47][CH2:48][CH2:49]1.[OH2:50].[OH:1][C:2](=[O:3])[CH2:4][CH:5]1[CH2:6][CH2:7][CH2:8][CH2:9][CH2:10]1>>[C:2](=[O:3])([CH2:4][CH:5]1[CH2:6][CH2:7][CH2:8][CH2:9][CH2:10]1)[NH:26][c:27]1[n:28][nH:29][c:30](-[c:38]2[cH:39][cH:40][c:41]([F:44])[cH:42][cH:43]2)[c:31]1-[c:32]1[cH:33][cH:34][n:35][cH:36][cH:37]1.